This data is from the Open Reaction Database (ORD), a public repository of structured organic reaction records. The task is: describe an organic reaction: reactants, conditions, products, and yield Reactants: COc1cc2c(cc1NC(C)=O)CC(C)OC2c1ccc([N+](=O)[O-])cc1, CO, O=S(=O)(O)O. The product is COc1cc2c(cc1N)CC(C)OC2c1ccc([N+](=O)[O-])cc1. Reaction SMILES: [C:1](=[O:2])([CH3:3])[NH:4][c:5]1[cH:6][c:7]2[c:12]([cH:13][c:14]1[O:15][CH3:16])[CH:11]([c:17]1[cH:18][cH:19][c:20]([N+:23](=[O:24])[O-:25])[cH:21][cH:22]1)[O:10][CH:9]([CH3:26])[CH2:8]2.[CH3:32][OH:33].[S:27](=[O:28])(=[O:29])([OH:30])[OH:31]>>[NH2:4][c:5]1[cH:6][c:7]2[c:12]([cH:13][c:14]1[O:15][CH3:16])[CH:11]([c:17]1[cH:18][cH:19][c:20]([N+:23](=[O:24])[O-:25])[cH:21][cH:22]1)[O:10][CH:9]([CH3:26])[CH2:8]2. The reactants are C(C)(C)(C)OC(C(C)(C)SC=1SC=C(N1)CCN(CCCCCCC)C1=NC=C(C=C1Cl)C#N)=O (2-[(4-{2-[(3-chloro-5-cyanopyridin-2-yl)(heptyl)amino]ethyl}-1,3-thiazol-2-yl)thio]-2-methylpropionic acid tert-butyl ester), FC(C(=O)O)(F)F (trifluoroacetic acid). Solvent: ClCCl (dichloromethane). Reaction conditions: time 12 hour. The product is Cl.ClC=1C(=NC=C(C1)C#N)N(CCC=1N=C(SC1)SC(C(=O)O)(C)C)CCCCCCC (2-[(4-{2-[(3-chloro-5-cyanopyridin-2-yl)(heptyl)amino]ethyl}-1,3-thiazol-2-yl)thio]-2-methylpropionic acid hydrochloride). Yield: 157.1%. RXN SMILES: C([O:5][C:6](=[O:35])[C:7]([S:10][C:11]1[S:12][CH:13]=[C:14]([CH2:16][CH2:17][N:18]([C:26]2[C:31]([Cl:32])=[CH:30][C:29]([C:33]#[N:34])=[CH:28][N:27]=2)[CH2:19][CH2:20][CH2:21][CH2:22][CH2:23][CH2:24][CH3:25])[N:15]=1)([CH3:9])[CH3:8])(C)(C)C.FC(F)(F)C(O)=O>ClCCl>[ClH:32].[Cl:32][C:31]1[C:26]([N:18]([CH2:19][CH2:20][CH2:21][CH2:22][CH2:23][CH2:24][CH3:25])[CH2:17][CH2:16][C:14]2[N:15]=[C:11]([S:10][C:7]([CH3:8])([CH3:9])[C:6]([OH:35])=[O:5])[S:12][CH:13]=2)=[N:27][CH:28]=[C:29]([C:33]#[N:34])[CH:30]=1 |f:3.4|. Reported procedure: 2-[(4-{2-[(3-Chloro-5-cyanopyridin-2-yl)(heptyl)amino]ethyl}-1,3-thiazol-2-yl)thio]-2-methylpropionic acid tert-butyl ester (0.37 g) obtained in Example 282-1 was dissolved in dichloromethane (10 mL), trifluoroacetic acid (2 mL) was added, and the mixture was stirred at room temperature for 12 hr. The reaction mixture was concentrated under reduced pressure, dissolved in ether, and 4N hydrochloric acid/ethyl acetate was added. The precipitated crystals were collected by filtration to give the ti... Starting materials: BrC1=C(NC(=N1)OCC)C=O (5-Bromo-2-ethoxy-3H-imidazole-4-carbaldehyde), C(C)(C)(C)OC(=O)C=1C(=CC=CC1)C1=CC=C(C=C1)CBr (4′-bromomethylbiphenyl-2-carboxylic acid t-butyl ester), C([O-])([O-])=O.[K+].[K+] (potassium carbonate), CN(C)C=O (DMF). Reaction conditions: time 8 hour. Product: C(C)(C)(C)OC(=O)C=1C(=CC=CC1)C1=CC=C(C=C1)CN1C(=NC(=C1C=O)Br)OCC (4′-(4-Bromo-2-ethoxy-5-formylimidazol-1-ylmethyl)biphenyl-2-carboxylic acid t-butyl ester). Isolated yield 84.2%. Reaction SMILES: [Br:1][C:2]1[N:6]=[C:5]([O:7][CH2:8][CH3:9])[NH:4][C:3]=1[CH:10]=[O:11].[C:12]([O:16][C:17]([C:19]1[C:20]([C:25]2[CH:30]=[CH:29][C:28]([CH2:31]Br)=[CH:27][CH:26]=2)=[CH:21][CH:22]=[CH:23][CH:24]=1)=[O:18])([CH3:15])([CH3:14])[CH3:13].C(=O)([O-])[O-].[K+].[K+].CN(C=O)C>>[C:12]([O:16][C:17]([C:19]1[C:20]([C:25]2[CH:30]=[CH:29][C:28]([CH2:31][N:4]3[C:3]([CH:10]=[O:11])=[C:2]([Br:1])[N:6]=[C:5]3[O:7][CH2:8][CH3:9])=[CH:27][CH:26]=2)=[CH:21][CH:22]=[CH:23][CH:24]=1)=[O:18])([CH3:15])([CH3:14])[CH3:13] |f:2.3.4|. Procedure details: 5-Bromo-2-ethoxy-3H-imidazole-4-carbaldehyde (3.0 g, 13.7 mmol), 4′-bromomethylbiphenyl-2-carboxylic acid t-butyl ester (4.8 g, 13.7 mmol), and potassium carbonate (1.9 g, 13.7 mmol), were dissolved in DMF (60 mL, 780 mmol), and the mixture was stirred at room temperature overnight. The reaction was quenched with water, and the mixture was extracted with EtOAc, washed with saturated aqueous NaCl, dried over MgSO4, filtered, and concentrated. The resulting material was purified by silica gel chro... Starting materials: CN(C)C=O, CC(C)=O, CC(C)O, O=C1c2sc(Cl)cc2S(=O)(=O)N1CCCCI, c1cnc(N2CCNCC2)nc1. Yields the product O=C1c2sc(Cl)cc2S(=O)(=O)N1CCCCN1CCN(c2ncccn2)CC1. As a reaction SMILES: [CH3:30][N:31]([CH3:32])[CH:33]=[O:34].[CH3:39][C:40](=[O:41])[CH3:42].[CH:35]([OH:36])([CH3:37])[CH3:38].[I:1][CH2:2][CH2:3][CH2:4][CH2:5][N:6]1[S:7](=[O:16])(=[O:17])[c:8]2[c:9]([s:12][c:13]([Cl:15])[cH:14]2)[C:10]1=[O:11].[n:18]1[c:19]([N:24]2[CH2:25][CH2:26][NH:27][CH2:28][CH2:29]2)[n:20][cH:21][cH:22][cH:23]1>>[CH2:2]([CH2:3][CH2:4][CH2:5][N:6]1[S:7](=[O:16])(=[O:17])[c:8]2[c:9]([s:12][c:13]([Cl:15])[cH:14]2)[C:10]1=[O:11])[N:27]1[CH2:26][CH2:25][N:24]([c:19]2[n:18][cH:23][cH:22][cH:21][n:20]2)[CH2:29][CH2:28]1. The reactants are ClC=1C(=C2C=CN(C(C2=CC1)=O)[C@@H](C(=O)N)C)[N+](=O)[O-] ((R)-2-(6-chloro-5-nitro-1-oxoisoquinolin-2(1H)-yl)propanamide), C(C)O (ethanol), [Cl-].[NH4+] (ammonium chloride), O (water). The reagents and catalysts are [Fe] (iron). Solvent: C(C)(=O)OCC (ethyl acetate). Conditions: temperature 85 celsius, time 30 minute. Yields the product NC1=C2C=CN(C(C2=CC=C1Cl)=O)[C@@H](C(=O)N)C ((R)-2-(5-Amino-6-chloro-1-oxoisoquinolin-2(1H)-yl)propanamide). Reaction SMILES: [Cl:1][C:2]1[C:3]([N+:18]([O-])=O)=[C:4]2[C:9](=[CH:10][CH:11]=1)[C:8](=[O:12])[N:7]([C@H:13]([CH3:17])[C:14]([NH2:16])=[O:15])[CH:6]=[CH:5]2.C(O)C.[Cl-].[NH4+].O>[Fe].C(OCC)(=O)C>[NH2:18][C:3]1[C:2]([Cl:1])=[CH:11][CH:10]=[C:9]2[C:4]=1[CH:5]=[CH:6][N:7]([C@H:13]([CH3:17])[C:14]([NH2:16])=[O:15])[C:8]2=[O:12] |f:2.3|. Procedure details: To a solution of (R)-2-(6-chloro-5-nitro-1-oxoisoquinolin-2(1H)-yl)propanamide (120 mg, 0.00040 mol) in ethanol (4 mL, 0.07 mol) was added ammonium chloride (200 mg, 0.004 mol) in water (4 mL, 0.2 mol). The reaction was heated at 85° C. and iron (90 mg, 0.002 mol) was added in two portions 5 minutes apart. The reaction was stirred for 30 minutes and ethyl acetate was added and decanted. the solvent was removed under reduced pressureunder reduced pressure to afford the product as a yellow solid.